This data is from the Open Reaction Database (ORD), a public repository of structured organic reaction records. The task is: describe an organic reaction: reactants, conditions, products, and yield Starting materials: ClC1=C(C=C(C=C1)C(F)(F)F)\C=C/C(CF)(O)CF (4-(2-chloro-5-trifluoromethylphenyl)-1-fluoro-2-fluoromethyl-3-cis-buten-2-ol), CC(C)([O-])C.[K+] (potassium tert-butoxide), Cl (HCl). Solvent: CN(C=O)C (N,N-dimethylformamide). Run at temperature 60 celsius, time 40 minute. The product is FCC1(OC2=C(C=C1)C=C(C=C2)C(F)(F)F)CF (2,2-bis(fluoromethyl)-6-trifluoromethyl-2H-1-benzopyran). Isolated yield 90.5%. RXN SMILES: Cl[C:2]1[CH:7]=[CH:6][C:5]([C:8]([F:11])([F:10])[F:9])=[CH:4][C:3]=1/[CH:12]=[CH:13]\[C:14]([CH2:18][F:19])([OH:17])[CH2:15][F:16].CC(C)([O-])C.[K+].Cl>CN(C)C=O>[F:16][CH2:15][C:14]1([CH2:18][F:19])[CH:13]=[CH:12][C:3]2[CH:4]=[C:5]([C:8]([F:11])([F:10])[F:9])[CH:6]=[CH:7][C:2]=2[O:17]1 |f:1.2|. Procedure details: A mixture of 4-(2-chloro-5-trifluoromethylphenyl)-1-fluoro-2-fluoromethyl-3-cis-buten-2-ol (8.80 g), potassium tert-butoxide (3.50 g) and N,N-dimethylformamide (60 ml) was stirred at 60° C. for 40 minutes. To the reaction mixture, 2 N HCl was added, followed by extraction with ethyl acetate; the resulting organic layers were combined, washed with a saturated aqueous solution of sodium bicarbonate and a saturated aqueous solution of sodium chloride, dried with anhydrous sodium sulfate and concent... The reactants are ice, FC(C1=CC=C(OC2CN(CC2)C(=O)OC(C)(C)C)C=C1)(F)F (tert-butyl 3-(4-(trifluoromethyl)phenoxy)pyrrolidine-1-carboxylate), FC(C(=O)O)(F)F.ClCCl (trifluoroacetic acid dichloromethane). Run in ClCCl (dichloromethane). Conditions: time 3 hour. Yields the product FC(C1=CC=C(OC2CNCC2)C=C1)(F)F (3-(4-(trifluoromethyl)phenoxy)pyrrolidine). Isolated yield 65.0%. Reaction SMILES: [F:1][C:2]([F:23])([F:22])[C:3]1[CH:21]=[CH:20][C:6]([O:7][CH:8]2[CH2:12][CH2:11][N:10](C(OC(C)(C)C)=O)[CH2:9]2)=[CH:5][CH:4]=1.FC(F)(F)C(O)=O.ClCCl>ClCCl>[F:23][C:2]([F:1])([F:22])[C:3]1[CH:21]=[CH:20][C:6]([O:7][CH:8]2[CH2:12][CH2:11][NH:10][CH2:9]2)=[CH:5][CH:4]=1 |f:1.2|. Procedure details: To an ice cooled solution of tert-butyl 3-(4-(trifluoromethyl)phenoxy)pyrrolidine-1-carboxylate (D34) (1.86 g, 5.613 mmol) in dichloromethane (2 ml), a mixture of trifluoroacetic acid/dichloromethane (4.5 ml/1.5 ml) was added and the mixture stirred at room temperature for 3 h. Solvents were evaporated in vacuo and the resulting residue was purified by SPE-SCX cartridge (10 g). Collected ammonia fractions, after solvent evaporation afforded the title compound (D57) (844 mg) Starting materials: N1=NNC(C2=C1C=CC=C2)=O (1,2,3-benzotriazin-4(3H)one), ClCCCI (1-chloro-3-iodopropane). Yields the product ClCCCN1N=NC2=C(C1=O)C=CC=C2 (3-(3-chloropropyl)-1,2,3-benzotriazin-4(3H)one). Reaction SMILES: [N:1]1[C:6]2[CH:7]=[CH:8][CH:9]=[CH:10][C:5]=2[C:4](=[O:11])[NH:3][N:2]=1.[Cl:12][CH2:13][CH2:14][CH2:15]I>>[Cl:12][CH2:13][CH2:14][CH2:15][N:3]1[C:4](=[O:11])[C:5]2[CH:10]=[CH:9][CH:8]=[CH:7][C:6]=2[N:1]=[N:2]1. Reported procedure: 3-(3-chloropropyl)-1,2,3-benzotriazin-4(3H)one was prepared according to the general procedure outlined in example 6, step 1. Starting from 1,2,3-benzotriazin-4(3H)one (2 g, 13.6 mmol) and 1-chloro-3-iodopropane (1.6 mL, 14.95 mmol), 1.57 g (52%); yellow solid; m.p. 69° C., MS: 223.9 (M+H)+ Reactants: ClC=1C=C2C(=NC1C1=CC=C(C=C1)C1=NC=C(C=C1)N1N=CC(=C1)CC(C)(C)O)N=C(N2COCC[Si](C)(C)C)O[C@@H]2CO[C@H]1[C@@H]2OC[C@H]1O ((3R,3aR,6R,6aR)-6-[6-chloro-5-[4-[5-[4-(2-hydroxy-2-methyl-propyl)pyrazol-1-yl]-2-pyridyl]phenyl]-1-(2-trimethylsilylethoxy-methyl)imidazo[4,5-b]pyridin-2-yl]oxy-2,3,3a,5,6,6a-hexahydrofuro[3,2-b]furan-3-ol), C(=O)O (formic acid), OS(=O)(=O)[O-].[K+] (KHSO4), [OH-].[Na+] (NaOH). Run in CS(=O)C.CO (DMSO MeOH), C1CCOC1 (THF). Conditions: temperature 40 celsius, time 16 hour. The product is ClC=1C=C2C(=NC1C1=CC=C(C=C1)C1=NC=C(C=C1)N1N=CC(=C1)CC(C)(C)O)N=C(N2)O[C@@H]2CO[C@H]1[C@@H]2OC[C@H]1O ((3R,3aR6R,6aR)-6-[[6-chloro-5-[4-[5-[4-(2-hydroxy-2-methyl-propyl)pyrazol-1-yl]-2-pyridyl]phenyl]-1H-imidazo[4,5-b]pyridin-2-yl]oxy]-2,3,3a,5,6,6a-hexahydrofuro[3,2-b]furan-3-ol). RXN SMILES: [Cl:1][C:2]1[CH:3]=[C:4]2[N:32](COCC[Si](C)(C)C)[C:31]([O:41][C@H:42]3[C@H:46]4[O:47][CH2:48][C@@H:49]([OH:50])[C@H:45]4[O:44][CH2:43]3)=[N:30][C:5]2=[N:6][C:7]=1[C:8]1[CH:13]=[CH:12][C:11]([C:14]2[CH:19]=[CH:18][C:17]([N:20]3[CH:24]=[C:23]([CH2:25][C:26]([OH:29])([CH3:28])[CH3:27])[CH:22]=[N:21]3)=[CH:16][N:15]=2)=[CH:10][CH:9]=1.C(O)=O.OS([O-])(=O)=O.[K+].[OH-].[Na+]>CS(C)=O.CO.C1COCC1>[Cl:1][C:2]1[CH:3]=[C:4]2[NH:32][C:31]([O:41][C@H:42]3[C@H:46]4[O:47][CH2:48][C@@H:49]([OH:50])[C@H:45]4[O:44][CH2:43]3)=[N:30][C:5]2=[N:6][C:7]=1[C:8]1[CH:13]=[CH:12][C:11]([C:14]2[CH:19]=[CH:18][C:17]([N:20]3[CH:24]=[C:23]([CH2:25][C:26]([OH:29])([CH3:28])[CH3:27])[CH:22]=[N:21]3)=[CH:16][N:15]=2)=[CH:10][CH:9]=1 |f:2.3,4.5,6.7|. Procedure details: A mixture of (3R,3aR,6R,6aR)-6-[6-chloro-5-[4-[5-[4-(2-hydroxy-2-methyl-propyl)pyrazol-1-yl]-2-pyridyl]phenyl]-1-(2-trimethylsilylethoxy-methyl)imidazo[4,5-b]pyridin-2-yl]oxy-2,3,3a,5,6,6a-hexahydrofuro[3,2-b]furan-3-ol (10.1 mg, 0.014 mmol), formic acid (1.0 mL, 26.1 mmol), and saturated aqueous KHSO4 (0.05 mL) was heated to 40° C. with stirring. After 16 hours, the reaction mixture was cooled to room temperature before being cooled to 0° C. in an ice bath. The pH of the reaction mixture was ad...